From a dataset of the Open Reaction Database (ORD), a public repository of structured organic reaction records. describe an organic reaction: reactants, conditions, products, and yield RXN SMILES: Cl[C:2]1[C:7]([C:8]#[N:9])=[C:6]([C:10]2[CH:15]=[CH:14][C:13]([O:16][CH2:17][CH2:18][OH:19])=[CH:12][CH:11]=2)[C:5]([C:20]#[N:21])=[C:4]([S:22][CH2:23][C:24]2[N:25]=[C:26]([C:29]3[CH:34]=[CH:33][C:32]([Cl:35])=[CH:31][CH:30]=3)[S:27][CH:28]=2)[N:3]=1.[CH3:36][NH2:37].O>C1COCC1>[Cl:35][C:32]1[CH:31]=[CH:30][C:29]([C:26]2[S:27][CH:28]=[C:24]([CH2:23][S:22][C:4]3[C:5]([C:20]#[N:21])=[C:6]([C:10]4[CH:11]=[CH:12][C:13]([O:16][CH2:17][CH2:18][OH:19])=[CH:14][CH:15]=4)[C:7]([C:8]#[N:9])=[C:2]([NH:37][CH3:36])[N:3]=3)[N:25]=2)=[CH:34][CH:33]=1. The solvent is C1CCOC1 (THF). Procedure: At RT, 3.0 g (5.56 mmol) of 2-chloro-6-({(2-(4-chlorophenyl)-1,3-thiazol-4-yl)methyl}sulfanyl)-4-(4-(2-hydroxyethoxy)phenyl)pyridine-3,5-dicarbonitrile (Example 2A) and 11.12 ml (22.24 mmol) of methylamine were stirred in 75 ml of THF overnight. About 300 ml of water were added to the reaction mixture, and the precipitate formed was filtered off and washed with water and dried under high vacuum. This gave 2.69 g (91% of theory) of the desired target compound. Reactants: ClC1=NC(=C(C(=C1C#N)C1=CC=C(C=C1)OCCO)C#N)SCC=1N=C(SC1)C1=CC=C(C=C1)Cl (2-chloro-6-({(2-(4-chlorophenyl)-1,3-thiazol-4-yl)methyl}sulfanyl)-4-(4-(2-hydroxyethoxy)phenyl)pyridine-3,5-dicarbonitrile), CN (methylamine), O (water). Yields the product ClC1=CC=C(C=C1)C=1SC=C(N1)CSC1=NC(=C(C(=C1C#N)C1=CC=C(C=C1)OCCO)C#N)NC (2-({(2-(4-Chlorophenyl)-1,3-thiazol-4-yl)methyl}sulfanyl)-4-(4-(2-hydroxyethoxy)phenyl)-6-(methylamino)pyridine-3,5-dicarbonitrile). As a reaction SMILES: [CH3:1][C:2]1[CH:7]=[C:6]([CH3:8])[CH:5]=[C:4]([CH3:9])[C:3]=1[CH2:10][C:11](Cl)=[O:12].[NH2:14][CH:15]([CH2:18][CH:19]1[CH2:24][CH2:23][N:22]([O:25][CH3:26])[CH2:21][CH2:20]1)[C:16]#[N:17].C([O-])([O-])=O.[K+].[K+]>C1COCC1.O>[C:16]([CH:15]([NH:14][C:11](=[O:12])[CH2:10][C:3]1[C:2]([CH3:1])=[CH:7][C:6]([CH3:8])=[CH:5][C:4]=1[CH3:9])[CH2:18][CH:19]1[CH2:24][CH2:23][N:22]([O:25][CH3:26])[CH2:21][CH2:20]1)#[N:17] |f:2.3.4|. Starting materials: CC1=C(C(=CC(=C1)C)C)CC(=O)Cl ((2,4,6-trimethyl-phenyl)-acetyl chloride), NC(C#N)CC1CCN(CC1)OC (2-amino-3-(1-methoxy-piperidin-4-yl)-propionitrile), C(=O)([O-])[O-].[K+].[K+] (K2CO3). Product: C(#N)C(CC1CCN(CC1)OC)NC(CC1=C(C=C(C=C1C)C)C)=O (N-[1-cyano-2-(1-methoxy-piperidin-4-yl)-ethyl]-2-(2,4,6-trimethyl-phenyl)-acetamide). Solvent: C1CCOC1 (THF), O (water). Procedure: At room temperature, (2,4,6-trimethyl-phenyl)-acetyl chloride (10.6 g, 54 mmol) was added dropwise to a mixture of 2-amino-3-(1-methoxy-piperidin-4-yl)-propionitrile (6.6 g, 36 mmol) and K2CO3 (9.9 g, 72 mmol) in 100 ml of THF. After the addition, the mixture was stirred for 0.5 h. The reaction mixture was diluted with 50 ml of water and extracted with EtOAc five times. The combined organic layers were dried over sodium sulfate, filtered and concentrated under vacuum. The residue was purified by... Conditions: time 0.5 hour. The reactants are FC1=CC=C(NC2=CC=C(C=C2)OC)C=C1 (4-fluoro-N-(4-methoxyphenyl)aniline), FC=1C=C(C(=O)Cl)C=CC1OC (3-fluoro-4-methoxybenzoyl chloride), N1=CC=CC=C1 (pyridine). Run in C1CCOC1 (THF). The product is FC=1C=C(C(=O)N(C2=CC=C(C=C2)OC)C2=CC=C(C=C2)F)C=CC1OC (3-fluoro-N-(4-fluorophenyl)-4-methoxy-N-(4-methoxyphenyl)benzamide). RXN SMILES: [F:1][C:2]1[CH:16]=[CH:15][C:5]([NH:6][C:7]2[CH:12]=[CH:11][C:10]([O:13][CH3:14])=[CH:9][CH:8]=2)=[CH:4][CH:3]=1.[F:17][C:18]1[CH:19]=[C:20]([CH:24]=[CH:25][C:26]=1[O:27][CH3:28])[C:21](Cl)=[O:22].N1C=CC=CC=1>C1COCC1>[F:17][C:18]1[CH:19]=[C:20]([CH:24]=[CH:25][C:26]=1[O:27][CH3:28])[C:21]([N:6]([C:5]1[CH:15]=[CH:16][C:2]([F:1])=[CH:3][CH:4]=1)[C:7]1[CH:12]=[CH:11][C:10]([O:13][CH3:14])=[CH:9][CH:8]=1)=[O:22]. Procedure: 4-Fluoro-N-(4-methoxyphenyl)aniline (1c) (90.78 g, 0.418 mol) and 3-fluoro-4-methoxybenzoyl chloride (94.55 g, 0.501 mol) were mixed together and dissolved in anhydrous THF (200 mL) in a dry 1 L three-necked round-bottomed flask fitted with a stifling bar, a reflux condenser and an argon inlet. Anhydrous pyridine (132.22 g, 1.672 mol) was added via a syringe at room temperature under argon. The reaction mixture was stirred and heated to reflux overnight. Then, the reaction mixture was cooled to ... Starting materials: N#CCC(=O)Cl, CCOC(=O)c1c(C=Cc2ccccc2)csc1N, CCOC(C)=O, ClCCl. Yields the product CCOC(=O)c1c(C=Cc2ccccc2)csc1NC(=O)CC#N. RXN SMILES: [C:20](#[N:21])[CH2:22][C:23](=[O:24])[Cl:25].[CH2:1]([CH3:2])[O:3][C:4](=[O:5])[c:6]1[c:7]([NH2:19])[s:8][cH:9][c:10]1[CH:11]=[CH:12][c:13]1[cH:14][cH:15][cH:16][cH:17][cH:18]1.[CH3:29][CH2:30][O:31][C:32]([CH3:33])=[O:34].[Cl:26][CH2:27][Cl:28]>>[CH2:1]([CH3:2])[O:3][C:4](=[O:5])[c:6]1[c:7]([NH:19][C:23]([CH2:22][C:20]#[N:21])=[O:24])[s:8][cH:9][c:10]1[CH:11]=[CH:12][c:13]1[cH:14][cH:15][cH:16][cH:17][cH:18]1. The reactants are CCN(C(C)C)C(C)C, CSc1nc(Cl)c(C#N)c(Cl)n1, Cl, Fc1ccc(C2CCNCC2)cc1, C1COCCO1. Yields the product CSc1nc(Cl)c(C#N)c(N2CCC(c3ccc(F)cc3)CC2)n1. As a reaction SMILES: [CH2:13]([N:14]([CH:15]([CH3:16])[CH3:17])[CH:18]([CH3:19])[CH3:20])[CH3:21].[Cl:1][c:2]1[n:3][c:4]([S:11][CH3:12])[n:5][c:6]([Cl:10])[c:7]1[C:8]#[N:9].[ClH:22].[F:23][c:24]1[cH:25][cH:26][c:27]([CH:30]2[CH2:31][CH2:32][NH:33][CH2:34][CH2:35]2)[cH:28][cH:29]1.[O:36]1[CH2:37][CH2:38][O:39][CH2:40][CH2:41]1>>[c:2]1([N:33]2[CH2:32][CH2:31][CH:30]([c:27]3[cH:26][cH:25][c:24]([F:23])[cH:29][cH:28]3)[CH2:35][CH2:34]2)[n:3][c:4]([S:11][CH3:12])[n:5][c:6]([Cl:10])[c:7]1[C:8]#[N:9]. Starting materials: C1=CC(=CC=C1[N+](=O)[O-])O (p-nitrophenol), N([C@@H](C)C(=O)N[C@@H](CCC(OCC1=CC=CC=C1)=O)C(=O)O)C(=O)OC(C)(C)C (Boc-L-Ala-L-Glu(OBzl)-OH), C1CCC(CC1)N=C=NC2CCCCC2 (DCC). The solvent is CCOC(=O)C (EtOAc). Run at temperature 0 celsius, time 1 hour. The product is N([C@@H](C)C(=O)N[C@@H](CCC(OCC1=CC=CC=C1)=O)C(=O)OC1=CC=C([N+](=O)[O-])C=C1)C(=O)OC(C)(C)C (Boc-L-Ala-L-Glu(OBzl)-ONp). RXN SMILES: [NH:1]([C:23]([O:25][C:26]([CH3:29])([CH3:28])[CH3:27])=[O:24])[C@H:2]([C:4]([NH:6][C@H:7]([C:20]([OH:22])=[O:21])[CH2:8][CH2:9][C:10](=[O:19])[O:11][CH2:12][C:13]1[CH:18]=[CH:17][CH:16]=[CH:15][CH:14]=1)=[O:5])[CH3:3].[CH:30]1[C:35]([N+:36]([O-:38])=[O:37])=[CH:34][CH:33]=[C:32](O)[CH:31]=1.C1CCC(N=C=NC2CCCCC2)CC1>CCOC(C)=O>[NH:1]([C:23]([O:25][C:26]([CH3:28])([CH3:27])[CH3:29])=[O:24])[C@H:2]([C:4]([NH:6][C@H:7]([C:20]([O:22][C:32]1[CH:31]=[CH:30][C:35]([N+:36]([O-:38])=[O:37])=[CH:34][CH:33]=1)=[O:21])[CH2:8][CH2:9][C:10](=[O:19])[O:11][CH2:12][C:13]1[CH:14]=[CH:15][CH:16]=[CH:17][CH:18]=1)=[O:5])[CH3:3]. Reported procedure: Boc-L-Ala-L-Glu(OBzl)-OH (40.5 g, 0.1 mol) was dissolved in 300 ml of EtOAc and combined with 17 g (0.12 mol) of p-nitrophenol. The reaction was kept at 0° C. for 1 hour. DCC (24.7 g, 0.12 mol) was then added. The reaction was stirred for 1 hour at 0° C. and for 4 hours at room temperature. The precipitate of DCU was filtered off and the solvent was evaporated in vacuum. The residual oil was then dissolved in ether. The precipitate was filtered off and washed with ether and hexane. The yield was... Starting materials: ice, BrC1=NC=C2SC=CN21 (5-bromoimidazo[5,1-b]thiazole), solution, C(C)[Mg]Br (ethyl magnesium bromide), C(C=C)OC(=O)C(N1C([C@@H]([C@@H]1[C@@H](C)C(=S)C1=NC=CC=C1)[C@@H](C)O[Si](C)(C)C(C)(C)C)=O)=P(C1=CC=CC=C1)(C1=CC=CC=C1)C1=CC=CC=C1 ((3S,4R)-1-[(allyloxycarbonyl)(triphenylphosphoranylidene)methyl]-3-((1R)-1-t-butyldimethylsilyloxyethyl)-4-[(1R)-1-[(pyridin-2-yl)thiocarbonyl]ethyl]azetidin-2-one), crude product. The reagents and catalysts are C1(O)=CC=C(O)C=C1 (hydroquinone). Run in C1CCOC1 (THF), [Cl-].[NH4+] (ammonium chloride), C1CCOC1 (THF), C(C)(=O)OCC (ethyl acetate), C1CCOC1 (THF), C=1(C(=CC=CC1)C)C (xylene). Reaction conditions: time 2 hour. Yields the product [Si](C)(C)(C(C)(C)C)O[C@H](C)[C@@H]1[C@@H]2N(C(=C([C@@H]2C)C2=NC=C3SC=CN32)C(=O)OCC=C)C1=O (allyl (1S,5R,6S)-6-((1R)-1-t-butyldimethylsilyloxyethyl)-2-(imidazo[5,1-b]thiazol-5-yl)-1-methyl-1-carbapen-2-em-3-carboxylate). Isolated yield 23.9%. Reaction SMILES: Br[C:2]1[N:9]2[C:5]([S:6][CH:7]=[CH:8]2)=[CH:4][N:3]=1.C([Mg]Br)C.[CH2:14]([O:17][C:18]([C:20](=P(C1C=CC=CC=1)(C1C=CC=CC=1)C1C=CC=CC=1)[N:21]1[C@@H:24]([C@H:25]([C:27](C2C=CC=CN=2)=S)[CH3:26])[C@@H:23]([C@H:35]([O:37][Si:38]([C:41]([CH3:44])([CH3:43])[CH3:42])([CH3:40])[CH3:39])[CH3:36])[C:22]1=[O:45])=[O:19])[CH:15]=[CH2:16]>C1COCC1.[Cl-].[NH4+].C1(C)C(C)=CC=CC=1.C(OCC)(=O)C.C1(C=CC(O)=CC=1)O>[Si:38]([O:37][C@@H:35]([C@H:23]1[C:22](=[O:45])[N:21]2[C:20]([C:18]([O:17][CH2:14][CH:15]=[CH2:16])=[O:19])=[C:26]([C:2]3[N:9]4[C:5]([S:6][CH:7]=[CH:8]4)=[CH:4][N:3]=3)[C@H:25]([CH3:27])[C@H:24]12)[CH3:36])([C:41]([CH3:44])([CH3:43])[CH3:42])([CH3:39])[CH3:40] |f:4.5|. Procedure: To an ice-cooled solution of 0.61 g of 5-bromoimidazo[5,1-b]thiazole in 6 ml of THF was added 3.2 ml of 1 M solution of ethyl magnesium bromide in THF. After stirring at room temperature for 2 hours, the mixture was cooled to −50° C., and a solution of 2.23 g of (3S,4R)-1-[(allyloxycarbonyl)(triphenylphosphoranylidene)methyl]-3-((1R)-1-t-butyldimethylsilyloxyethyl)-4-[(1R)-1-[(pyridin-2-yl)thiocarbonyl]ethyl]azetidin-2-one in 6 ml of THF was added. The mixture was stirred for 1 hour during which... RXN SMILES: [Cl:37][CH2:38][Cl:39].[F:10][c:11]1[c:12]([O:13][C:14]2=[C:18]([c:19]3[cH:20][cH:21][c:22]([S:25](=[O:26])(=[O:27])[CH3:28])[cH:23][cH:24]3)[C:17]([CH3:29])([CH3:30])[O:16][C:15]2=[O:31])[cH:32][cH:33][c:34]([F:36])[cH:35]1.[F:1][c:2]1[cH:3][c:4]([F:5])[cH:6][cH:7][c:8]1[OH:9]>>[O:9]=[C:18]([C:17]([O:16][C:15]([CH2:14][O:13][c:12]1[c:11]([F:10])[cH:35][c:34]([F:36])[cH:33][cH:32]1)=[O:31])([CH3:29])[CH3:30])[c:19]1[cH:20][cH:21][c:22]([S:25](=[O:26])(=[O:27])[CH3:28])[cH:23][cH:24]1. The product is CC(C)(OC(=O)COc1ccc(F)cc1F)C(=O)c1ccc(S(C)(=O)=O)cc1. Reactants: ClCCl, CC1(C)OC(=O)C(Oc2ccc(F)cc2F)=C1c1ccc(S(C)(=O)=O)cc1, Oc1ccc(F)cc1F.